This data is from the Open Reaction Database (ORD), a public repository of structured organic reaction records. The task is: describe an organic reaction: reactants, conditions, products, and yield Reactants: [Al+3], Brc1ccc2ccccc2c1, ClCCl, CC(=O)Cl, CC#N, [Cl-], [Cl-], [Cl-], [Cl-], [Cl-], [Cl-], FB(F)F, C[N+](=O)[O-], O=[N+]([O-])c1ccccc1, S=C=S, Cl[Sn](Cl)(Cl)Cl, [Zn+2]. Yields the product CC(=O)c1ccc2cc(Br)ccc2c1. As a reaction SMILES: [Al+3:29].[Br:1][c:2]1[cH:3][c:4]2[cH:5][cH:6][cH:7][cH:8][c:9]2[cH:10][cH:11]1.[CH2:42]([Cl:43])[Cl:44].[CH3:12][C:13]([Cl:14])=[O:15].[CH3:45][C:46]#[N:47].[Cl-:16].[Cl-:26].[Cl-:27].[Cl-:28].[Cl-:39].[Cl-:40].[F:22][B:23]([F:24])[F:25].[N+:51]([CH3:52])([O-:53])=[O:54].[O-:30][N+:31]([c:32]1[cH:33][cH:34][cH:35][cH:36][cH:37]1)=[O:38].[S:48]=[C:49]=[S:50].[Sn:17]([Cl:18])([Cl:19])([Cl:20])[Cl:21].[Zn+2:41]>>[Br:1][c:2]1[cH:3][c:4]2[cH:5][cH:6][c:7]([C:13]([CH3:12])=[O:15])[cH:8][c:9]2[cH:10][cH:11]1. Starting materials: C1CCOC1, COc1ccc(C(N)c2ccc(OC)cc2)cc1, CCC(=O)NC1CC(n2cnc3c(Cl)nc(Cl)nc32)C(O)C1O. Product: CCC(=O)NC1CC(n2cnc3c(NC(c4ccc(OC)cc4)c4ccc(OC)cc4)nc(Cl)nc32)C(O)C1O. Reaction SMILES: [CH2:42]1[O:43][CH2:44][CH2:45][CH2:46]1.[CH3:24][O:25][c:26]1[cH:27][cH:28][c:29]([CH:32]([c:33]2[cH:34][cH:35][c:36]([O:39][CH3:40])[cH:37][cH:38]2)[NH2:41])[cH:30][cH:31]1.[Cl:1][c:2]1[n:3][c:4]([Cl:23])[c:5]2[n:6][cH:7][n:8]([CH:11]3[CH:12]([OH:22])[CH:13]([OH:21])[CH:14]([NH:16][C:17]([CH2:18][CH3:19])=[O:20])[CH2:15]3)[c:9]2[n:10]1>>[Cl:1][c:2]1[n:3][c:4]([NH:41][CH:32]([c:29]2[cH:28][cH:27][c:26]([O:25][CH3:24])[cH:31][cH:30]2)[c:33]2[cH:34][cH:35][c:36]([O:39][CH3:40])[cH:37][cH:38]2)[c:5]2[n:6][cH:7][n:8]([CH:11]3[CH:12]([OH:22])[CH:13]([OH:21])[CH:14]([NH:16][C:17]([CH2:18][CH3:19])=[O:20])[CH2:15]3)[c:9]2[n:10]1. The reactants are C(C#CCO)O (but-2-yne-1,4-diol), C1=CC=CC=C1 (benzene), N1=CC=CC=C1 (pyridine), C(C1=CC=CC=C1)(=O)Cl (benzoyl chloride), C(Cl)(Cl)Cl (chloroform). Run at time 4 hour. Yields the product C(C1=CC=CC=C1)(=O)OCC#CCN1CCC(CC1)CC1=CC=CC=C1 (1-(4-Benzoyloxybut-2-ynyl)-4-benzylpiperidine). Yield: 10.0%. RXN SMILES: [CH2:1]([OH:6])[C:2]#[C:3][CH2:4]O.[CH:7]1[CH:12]=[CH:11][CH:10]=[CH:9][CH:8]=1.[N:13]1[CH:18]=[CH:17][CH:16]=[CH:15][CH:14]=1.[C:19](Cl)(=[O:26])[C:20]1[CH:25]=[CH:24][CH:23]=[CH:22][CH:21]=1.[CH:28](Cl)(Cl)Cl>>[C:19]([O:6][CH2:1][C:2]#[C:3][CH2:4][N:13]1[CH2:18][CH2:17][CH:16]([CH2:28][C:7]2[CH:12]=[CH:11][CH:10]=[CH:9][CH:8]=2)[CH2:15][CH2:14]1)(=[O:26])[C:20]1[CH:25]=[CH:24][CH:23]=[CH:22][CH:21]=1. Reported procedure: 1-Benzoyloxybut-4-ol-2-yn. To a solution of but-2-yne-1,4-diol (19 g, 0.22 mol) in a mixture of dry benzene (50 mL) and dry pyridine (22 mL) was added dropwise a solution of benzoyl chloride (22 mL) in dry chloroform (40 mL) at 0-5° C. The resulting solution was allowed to stir at room temperature for another 4 hr and was washed with 1 N H2SO4 (4×20 mL), water (3×20 mL) and was dried over Na2SO4. Evaporation of solvent gave a residue, which was purified by flash chromatography to give the title ...